From a dataset of the Open Reaction Database (ORD), a public repository of structured organic reaction records. describe an organic reaction: reactants, conditions, products, and yield The reactants are CC1=CC=NC=C1C#N (4-methylnicotinonitrile), DMF acetal, CN(C=O)C (dimethylformamide). Run at time 16 hour. Product: CN(C=CC1=C(C=NC=C1)C#N)C (N,N-dimethyl-2-(3-cyano-4-pyridyl)ethenamine). The yield is 63.0%. Reaction SMILES: [CH3:1][C:2]1[C:7]([C:8]#[N:9])=[CH:6][N:5]=[CH:4][CH:3]=1.[CH3:10][N:11]([CH3:14])[CH:12]=O>>[CH3:10][N:11]([CH3:14])[CH:12]=[CH:1][C:2]1[CH:3]=[CH:4][N:5]=[CH:6][C:7]=1[C:8]#[N:9]. Procedure: A solution of 4-methylnicotinonitrile (13.8 g, 0.12 m), dimethylformamide (DMF) (100 mL) and DMF acetal (14.0 g, 0.12 m) was heated at reflux under N2. After 16 hours, the reaction mixture was concentrated at atmospheric pressure until the internal temperature reached 150°. The mixture was then cooled, poured into H2O (1 L) and extracted with C6H6 (6×200 mL). The combined organic extracts were washed with H2O (2×200 mL), dried, filtered and evaporated to dryness. The residue was distilled at 150... Reactants: C(C)(C)(C)OC(=O)N1CCC(CC1)C(CC1=CC(=NC=C1Br)Cl)=O (4-[2-(5-bromo-2-chloro-pyridin-4-yl)-acetyl]-piperidine-1-carboxylic acid tert-butyl ester), ice, C[Mg]Br (methyl magnesium bromide), [NH4+].[Cl-] (NH4Cl). Solvent: O1CCCC1 (tetrahydrofuran). Reaction conditions: time 30 minute. The product is C(C)(C)(C)OC(=O)N1CCC(CC1)C(CC1=CC(=NC=C1Br)Cl)(C)O (4-[2-(5-Bromo-2-chloro-pyridin-4-yl)-1-hydroxy-1-methyl-ethyl]-piperidine-1-carboxylic acid tert-butyl ester). As a reaction SMILES: [C:1]([O:5][C:6]([N:8]1[CH2:13][CH2:12][CH:11]([C:14](=[O:24])[CH2:15][C:16]2[C:21]([Br:22])=[CH:20][N:19]=[C:18]([Cl:23])[CH:17]=2)[CH2:10][CH2:9]1)=[O:7])([CH3:4])([CH3:3])[CH3:2].[CH3:25][Mg]Br.[NH4+].[Cl-]>O1CCCC1>[C:1]([O:5][C:6]([N:8]1[CH2:9][CH2:10][CH:11]([C:14]([OH:24])([CH3:25])[CH2:15][C:16]2[C:21]([Br:22])=[CH:20][N:19]=[C:18]([Cl:23])[CH:17]=2)[CH2:12][CH2:13]1)=[O:7])([CH3:4])([CH3:2])[CH3:3] |f:2.3|. Procedure: A solution of 4-[2-(5-bromo-2-chloro-pyridin-4-yl)-acetyl]-piperidine-1-carboxylic acid tert-butyl ester (9.80 g) in tetrahydrofuran (6 mL) is added dropwise to an ice cooled solution of methyl magnesium bromide (1.4 M in toluene/tetrahydrofuran 75:25, 74 mL). The reaction mixture is stirred for 30 min in the cooling bath and then at room temperature for 1 h. The mixture is poured into aqueous NH4Cl solution and extracted with ethyl acetate. The combined extracts are dried over MgSO4 and concent... Starting materials: Cc1ccc(Cc2cnc(N[N+](=O)[O-])[nH]c2=O)cn1, NCCCN(c1ccccc1)c1ccccn1, c1ccncc1. Yields the product Cc1ccc(Cc2cnc(NCCCN(c3ccccc3)c3ccccn3)[nH]c2=O)cn1. As a reaction SMILES: [N+:18]([NH:19][c:22]1[n:23][cH:24][c:25]([CH2:29][c:30]2[cH:31][n:32][c:33]([CH3:36])[cH:34][cH:35]2)[c:26](=[O:28])[nH:27]1)([O-:20])=[O:21].[NH2:1][CH2:2][CH2:3][CH2:4][N:5]([c:6]1[cH:7][cH:8][cH:9][cH:10][cH:11]1)[c:12]1[n:13][cH:14][cH:15][cH:16][cH:17]1.[cH:37]1[cH:38][cH:39][n:40][cH:41][cH:42]1>>[NH:1]([CH2:2][CH2:3][CH2:4][N:5]([c:6]1[cH:7][cH:8][cH:9][cH:10][cH:11]1)[c:12]1[n:13][cH:14][cH:15][cH:16][cH:17]1)[c:22]1[n:23][cH:24][c:25]([CH2:29][c:30]2[cH:31][n:32][c:33]([CH3:36])[cH:34][cH:35]2)[c:26](=[O:28])[nH:27]1. Starting materials: ClC1CC2C(C(=O)OC2=O)C=C1Cl (4,5,-dichlorotetrahydrophthalic anhydride). The solvent is ClC1=C(C=C(C=C1)Cl)Cl (1,2,4-trichlorobenzene). Reaction conditions: temperature 190 celsius. Yields the product ClC=1C=C2C(C(=O)OC2=O)=CC1Cl (4,5-dichlorophthalic anhydride). Isolated yield 80.0%. As a reaction SMILES: [Cl:1][CH:2]1[C:12]([Cl:13])=[CH:11][CH:5]2[C:6]([O:8][C:9](=[O:10])[CH:4]2[CH2:3]1)=[O:7]>ClC1C=CC(Cl)=CC=1Cl>[Cl:1][C:2]1[CH:3]=[C:4]2[C:9](=[O:10])[O:8][C:6](=[O:7])[C:5]2=[CH:11][C:12]=1[Cl:13]. Reported procedure: A mixture of 5.0 grams (22.7 mmol) of 4,5,-dichlorotetrahydrophthalic anhydride and of activated carbon (Darco KB-60, 1.0 gram) was slurried with 10 mL of 1,2,4-trichlorobenzene and heated to 190° C. for 25 h. The reaction mixture was then filtered while hot and the filtrate was allowed to cool to room temperature, at which time the product precipitated out of solution. After the addition of 5 mL of hexanes to ensure complete precipitation, the product was collected and washed with hexanes. Dryi... Starting materials: C1CCNCC1, COc1ccc2c(c1)C(=O)CC2, CC(=O)O, Cc1ccccc1, O=Cc1ccccc1. Yields the product COc1ccc2c(c1)C(=O)C(=Cc1ccccc1)C2. RXN SMILES: [CH2:21]1[CH2:22][CH2:23][NH:24][CH2:25][CH2:26]1.[CH3:1][O:2][c:3]1[cH:4][cH:5][c:6]2[c:10]([cH:11]1)[C:9](=[O:12])[CH2:8][CH2:7]2.[CH3:27][C:28](=[O:29])[OH:30].[CH3:31][c:32]1[cH:33][cH:34][cH:35][cH:36][cH:37]1.[CH:13](=[O:14])[c:15]1[cH:16][cH:17][cH:18][cH:19][cH:20]1>>[CH3:1][O:2][c:3]1[cH:4][cH:5][c:6]2[c:10]([cH:11]1)[C:9](=[O:12])[C:8](=[CH:13][c:15]1[cH:16][cH:17][cH:18][cH:19][cH:20]1)[CH2:7]2. The reactants are C1(=CC=CC=C1)N(CC(=O)OCC)CC(=O)OCC1=CC=CC=C1 (Benzyl ethyl 2,2′-(phenylimino)diacetate). The reagents and catalysts are [Pd] (palladium on carbon). Solvent: CO (methanol). Reaction conditions: time 3 hour. Product: C(C)OC(CN(C1=CC=CC=C1)CC(=O)O)=O ([(2-ethoxy-2-oxoethyl)(phenyl)amino]acetic acid). Yield: 96.3%. RXN SMILES: [C:1]1([N:7]([CH2:14][C:15]([O:17][CH2:18][C:19]2C=CC=CC=2)=[O:16])[CH2:8][C:9]([O:11]CC)=[O:10])[CH:6]=[CH:5][CH:4]=[CH:3][CH:2]=1>CO.[Pd]>[CH2:18]([O:17][C:15](=[O:16])[CH2:14][N:7]([CH2:8][C:9]([OH:11])=[O:10])[C:1]1[CH:2]=[CH:3][CH:4]=[CH:5][CH:6]=1)[CH3:19]. Procedure details: Benzyl ethyl 2,2′-(phenylimino)diacetate (1.0 g) was dissolved in methanol (15 mL) and 10% palladium on carbon (100 mg) was added to the mixture. The mixture was stirred at ambient temperature for 3 hours under hydrogen atmosphere (3 atms) and filtered through bed of celite. The filtrate was concentrated in vacuo to afford [(2-ethoxy-2-oxoethyl)(phenyl)amino]acetic acid (0.698 g) as a brown oil. Reactants: N1(CCOCC1)C1=NC(=NC(=N1)C1=CC=C(C=C1)NC(NC1=CC=C(C=C1)F)=O)NC1CN(C1)C(=O)OC(C)(C)C (tert-butyl 3-[(4-morpholin-4-yl-6-{4-[(4-fluoro-phenylcarbamoyl)amino]phenyl}-1,3,5-triazin-2-yl)amino]azetidine-1-carboxylate), C(=O)(C(F)(F)F)O (TFA). Run in C(Cl)Cl (DCM). Run at time 24 hour. The product is N1CC(C1)NC1=NC(=NC(=N1)N1CCOCC1)C1=CC=C(C=C1)NC(=O)NC1=CC=C(C=C1)F (1-{4-[4-(azetidin-3-ylamino)-6-morpholin-4-yl-1,3,5-triazin-2-yl]phenyl}-3-(4-fluorophenyl)urea). RXN SMILES: [N:1]1([C:7]2[N:12]=[C:11]([C:13]3[CH:18]=[CH:17][C:16]([NH:19][C:20](=[O:29])[NH:21][C:22]4[CH:27]=[CH:26][C:25]([F:28])=[CH:24][CH:23]=4)=[CH:15][CH:14]=3)[N:10]=[C:9]([NH:30][CH:31]3[CH2:34][N:33](C(OC(C)(C)C)=O)[CH2:32]3)[N:8]=2)[CH2:6][CH2:5][O:4][CH2:3][CH2:2]1.C(O)(C(F)(F)F)=O>C(Cl)Cl>[NH:33]1[CH2:32][CH:31]([NH:30][C:9]2[N:8]=[C:7]([N:1]3[CH2:6][CH2:5][O:4][CH2:3][CH2:2]3)[N:12]=[C:11]([C:13]3[CH:14]=[CH:15][C:16]([NH:19][C:20]([NH:21][C:22]4[CH:27]=[CH:26][C:25]([F:28])=[CH:24][CH:23]=4)=[O:29])=[CH:17][CH:18]=3)[N:10]=2)[CH2:34]1. Reported procedure: To a stirred solution of tert-butyl 3-[(4-morpholin-4-yl-6-{4-[(4-fluoro-phenylcarbamoyl)amino]phenyl}-1,3,5-triazin-2-yl)amino]azetidine-1-carboxylate 30 mg (0.053 mmoles) in DCM, (20 ml) TFA (1.5 ml) was added at room temperature and stirred for 24 hours. At the end, reaction mixture was concentrated and purified by Gilson HPLC, using ACN/water and TFA. Yield: 20 (83%); (M+H) 465.5. The reactants are CCOC(=O)CCC(C#N)c1cccc(F)c1F, [H][H], N. Product: O=C1CCC(c2cccc(F)c2F)CN1. Reaction SMILES: [C:1](#[N:2])[CH:3]([CH2:4][CH2:5][C:6](=[O:7])[O:8][CH2:9][CH3:10])[c:11]1[c:12]([F:18])[c:13]([F:17])[cH:14][cH:15][cH:16]1.[H:19][H:20].[NH3:21]>>[CH2:1]1[NH:2][C:6](=[O:7])[CH2:5][CH2:4][CH:3]1[c:11]1[c:12]([F:18])[c:13]([F:17])[cH:14][cH:15][cH:16]1.